Dataset: the Open Reaction Database (ORD), a public repository of structured organic reaction records. Task: describe an organic reaction: reactants, conditions, products, and yield Starting materials: C(C)(C)(C)OC(=O)N1[C@H](C(=O)O)CC(C1)=C (1-(tert-butoxycarbonyl)-4-methyleneproline), C1(=CC=C(C=C1)C(=O)Cl)C1=CC=CC=C1 ([1,1′-biphenyl]-4-carbonyl chloride), COC=1C=C(CN)C=CC1OC (3,4-dimethoxybenzylamine). Product: C1(=CC=C(C=C1)C(=O)N1[C@@H](CC(C1)=C)C(=O)NCC1=CC(=C(C=C1)OC)OC)C1=CC=CC=C1 ((2S)-1-([1,1′-biphenyl]-4-ylcarbonyl)-N-(3 4-dimethoxybenzyl)-4-methylene-2-pyrrolidinecarboxamide). Reaction SMILES: C(O[C:6]([N:8]1[CH2:15][C:14](=[CH2:16])[CH2:13][C@H:9]1[C:10]([OH:12])=O)=[O:7])(C)(C)C.[C:17]1([C:26]2[CH:31]=[CH:30][CH:29]=[CH:28][CH:27]=2)[CH:22]=[CH:21][C:20](C(Cl)=O)=[CH:19][CH:18]=1.[CH3:32][O:33][C:34]1[CH:35]=[C:36]([CH:39]=[CH:40][C:41]=1[O:42][CH3:43])[CH2:37][NH2:38]>>[C:26]1([C:17]2[CH:18]=[CH:19][CH:20]=[CH:21][CH:22]=2)[CH:27]=[CH:28][C:29]([C:6]([N:8]2[CH2:15][C:14](=[CH2:16])[CH2:13][C@H:9]2[C:10]([NH:38][CH2:37][C:36]2[CH:39]=[CH:40][C:41]([O:42][CH3:43])=[C:34]([O:33][CH3:32])[CH:35]=2)=[O:12])=[O:7])=[CH:30][CH:31]=1. Procedure details: Following the general method as outlined in Example 22, starting from 1-(tert-butoxycarbonyl)-4-methyleneproline, [1,1′-biphenyl]-4-carbonyl chloride, and 3,4-dimethoxybenzylamine the title compound was obtained in 72% purity by LC/MS. MS(ESI+): m/z=457.2.